The task is: describe an organic reaction: reactants, conditions, products, and yield. This data is from the Open Reaction Database (ORD), a public repository of structured organic reaction records. Reactants: [Li]C(C)(C)C, C1CCOC1, C[Si](C)(C)[N-][Si](C)(C)C, CCC=O, O=C(O)c1cc(Cl)c(Cl)s1, Cl, [Li+]. Yields the product CCC(O)c1sc(C(=O)O)cc1Cl. As a reaction SMILES: [C:21]([Li:22])([CH3:23])([CH3:24])[CH3:25].[CH2:31]1[O:32][CH2:33][CH2:34][CH2:35]1.[CH3:12][Si:13]([N-:14][Si:15]([CH3:16])([CH3:17])[CH3:18])([CH3:19])[CH3:20].[CH:26]([CH2:27][CH3:28])=[O:29].[Cl:1][c:2]1[cH:3][c:4]([C:8](=[O:9])[OH:10])[s:5][c:6]1[Cl:7].[ClH:30].[Li+:11]>>[Cl:1][c:2]1[cH:3][c:4]([C:8](=[O:9])[OH:10])[s:5][c:6]1[CH:26]([CH2:27][CH3:28])[OH:29]. Starting materials: ClC=1C=C(C=CC1Cl)NC(CNC1=CC=CC=C1)=O (N-(3,4-dichloro-phenyl)-2-phenylamino-acetamide), FC(C=1C=C(C(=O)Cl)C=CC1)(F)F (3-trifluoromethylbenzoyl chloride). Solvent: C1CCOC1 (THF). Run at time 30 minute. The product is ClC=1C=C(C=CC1Cl)NC(=O)CN(C(C1=CC(=CC=C1)C(F)(F)F)=O)C1=CC=CC=C1 (N-[(3,4-Dichloro-phenylcarbamoyl)-methyl]-N-phenyl-3-trifluoromethyl benzamide). Isolated yield 55.4%. RXN SMILES: [Cl:1][C:2]1[CH:3]=[C:4]([NH:9][C:10](=[O:19])[CH2:11][NH:12][C:13]2[CH:18]=[CH:17][CH:16]=[CH:15][CH:14]=2)[CH:5]=[CH:6][C:7]=1[Cl:8].[F:20][C:21]([F:32])([F:31])[C:22]1[CH:23]=[C:24]([CH:28]=[CH:29][CH:30]=1)[C:25](Cl)=[O:26]>C1COCC1>[Cl:1][C:2]1[CH:3]=[C:4]([NH:9][C:10]([CH2:11][N:12]([C:13]2[CH:14]=[CH:15][CH:16]=[CH:17][CH:18]=2)[C:25](=[O:26])[C:24]2[CH:28]=[CH:29][CH:30]=[C:22]([C:21]([F:20])([F:31])[F:32])[CH:23]=2)=[O:19])[CH:5]=[CH:6][C:7]=1[Cl:8]. Procedure: To N-(3,4-dichloro-phenyl)-2-phenylamino-acetamide (73 mg) in THF (3.1 mL) was added tiethylamine (52 μL) and 3-trifluoromethylbenzoyl chloride (62 mg) and the reaction mixture was stirred at room temperature for 30 minutes. To the mixture was then added water under precipitation occurred and the mixture was stirred for 5 minutes. Then the precipitate was isolated by filtration and washed with a mixture water-ethanol (1:1) to yield the title compound as a white solid (64 mg, mp=130-132° C.). The reactants are ClC=1N=C2C(C(NC2=CC1)=O)C(C1=CC(=CS1)C)=O (5-chloro-3-(4-methyl-2-thenoyl)-4-azaoxindole), C(=NS(=O)(=O)Cl)=O (N-chlorosulfonyl isocyanate), C(C)#N (acetonitrile), ClC=1N=C2C(C(NC2=CC1)=O)C(C1=CC(=CS1)C)=O (5-chloro-3-(4-methyl-2-thenoyl)-4-azaoxindole), C(=NS(=O)(=O)Cl)=O (N-chlorosulfonyl isocyanate), O (water). Solvent: CS(=O)C (DMSO). Yields the product ClC=1N=C2C(C(N(C2=CC1)C(=O)N)=O)C(C1=CC(=CS1)C)=O (5-Chloro-3-(4-methyl-2-thenoyl)-4-azaoxindole-1-carboxamide). As a reaction SMILES: [Cl:1][C:2]1[N:3]=[C:4]2[C:8](=[CH:9][CH:10]=1)[NH:7][C:6](=[O:11])[CH:5]2[C:12](=[O:19])[C:13]1[S:17][CH:16]=[C:15]([CH3:18])[CH:14]=1.[C:20](=[O:26])=[N:21]S(Cl)(=O)=O.C(#N)C.O>CS(C)=O>[Cl:1][C:2]1[N:3]=[C:4]2[C:8](=[CH:9][CH:10]=1)[N:7]([C:20]([NH2:21])=[O:26])[C:6](=[O:11])[CH:5]2[C:12](=[O:19])[C:13]1[S:17][CH:16]=[C:15]([CH3:18])[CH:14]=1. Procedure: The title compound was prepared from 5-chloro-3-(4-methyl-2-thenoyl)-4-azaoxindole (Example 30) according to the procedure of Example 2C, using 5-chloro-3-(4-methyl-2-thenoyl)-4-azaoxindole (0.90 g, 3.07 mmol), N-chlorosulfonyl isocyanate (0.40 mL, 4.60 mmol), and acetonitrile (15 mL). The crude N-chlorosulfonyl isocyanate was hydrolyzed by stirring in DMSO in a flask open to the air. The product was isolated by dilution with water and filtration, and was recrystallized from acetic acid. Yield: ... Reactants: [BH4-], CCOCC, CCO, CCOC(C)=O, [Cl-], O=C(c1ccc(Cl)cc1)C1CC1(F)F, [NH4+], [Na+]. The product is OC(c1ccc(Cl)cc1)C1CC1(F)F. As a reaction SMILES: [BH4-:1].[CH3:19][CH2:20][O:21][CH2:22][CH3:23].[CH3:24][CH2:25][OH:26].[CH3:27][CH2:28][O:29][C:30](=[O:31])[CH3:32].[Cl-:17].[Cl:3][c:4]1[cH:5][cH:6][c:7]([C:10](=[O:11])[CH:12]2[C:13]([F:15])([F:16])[CH2:14]2)[cH:8][cH:9]1.[NH4+:18].[Na+:2]>>[Cl:3][c:4]1[cH:5][cH:6][c:7]([CH:10]([OH:11])[CH:12]2[C:13]([F:15])([F:16])[CH2:14]2)[cH:8][cH:9]1. Reactants: C1(CCCCCC1)C(=O)C1=CC(=CC(=C1)OC)OC (Cycloheptyl-(3,5-dimethoxy-phenyl)-methanone), C(CCC)C1(SCCS1)C1=CC(=CC(=C1)OC)OC (2-Butyl-2-(3,5-dimethoxy-phenyl)-[1,3]dithiolane). Run in CCCCCC.C(C)(=O)OCC (hexane ethyl acetate). The product is C1(CCCCCC1)C1(SCCS1)C1=CC(=CC(=C1)OC)OC (2-Cycloheptyl-2-(3,5-dimethoxy-phenyl)-[1,3]dithiolane). RXN SMILES: [CH:1]1([C:8]([C:10]2[CH:15]=[C:14]([O:16][CH3:17])[CH:13]=[C:12]([O:18][CH3:19])[CH:11]=2)=O)[CH2:7][CH2:6][CH2:5][CH2:4][CH2:3][CH2:2]1.C(C1(C2C=C(OC)C=C(OC)C=2)[S:28][CH2:27][CH2:26][S:25]1)CCC>CCCCCC.C(OCC)(=O)C>[CH:1]1([C:8]2([C:10]3[CH:15]=[C:14]([O:16][CH3:17])[CH:13]=[C:12]([O:18][CH3:19])[CH:11]=3)[S:28][CH2:27][CH2:26][S:25]2)[CH2:7][CH2:6][CH2:5][CH2:4][CH2:3][CH2:2]1 |f:2.3|. Procedure details: Compound 12 was prepared from Compound 8 using the same procedure as described above for Compound 9. Yield 3.60 g (79.2%) as an oil. Rf=0.56 (hexane:ethyl acetate 92:8); IR (neat) 2925, 1206, 1067, 832, 693 cm−1; 1H NMR δ 6.94 (d, J=2.4 Hz, 2H), 6.32 (t, J=2.25 Hz, 1H), 3.80 (s, 6H), 3.31–3.10 (m, 4H), 2.40–2.32 (m, 1H), 1.96–1.30 (m, 12H). 13C NMR δ 160.38, 148.94, 106.52, 98.48, 81.99, 70.21, 55.60, 51.27, 45.22, 39.34, 32.82, 29.80, 28.04, 27.77; MS: (ESI, Pos.) m/z 361 ([M+23]+).